This data is from the Open Reaction Database (ORD), a public repository of structured organic reaction records. The task is: describe an organic reaction: reactants, conditions, products, and yield Reactants: O=C[C@H](O)[C@@H](O)[C@H](O)[C@H](O)CO (D-glucose), NCCC1=NC=CC=C1 (2-(β-aminoethyl)-pyridine). Product: N1=C(C=CC=C1)CCNC[C@H](O)[C@@H](O)[C@H](O)[C@H](O)CO (N-(β-2-pyridyl-ethyl)-glucamine). RXN SMILES: O=[CH:2][C@@H:3]([C@H:5]([C@@H:7]([C@@H:9]([CH2:11][OH:12])[OH:10])[OH:8])[OH:6])[OH:4].[NH2:13][CH2:14][CH2:15][C:16]1[CH:21]=[CH:20][CH:19]=[CH:18][N:17]=1>>[N:17]1[CH:18]=[CH:19][CH:20]=[CH:21][C:16]=1[CH2:15][CH2:14][NH:13][CH2:2][C@@H:3]([C@H:5]([C@@H:7]([C@@H:9]([CH2:11][OH:12])[OH:10])[OH:8])[OH:6])[OH:4]. Reported procedure: The product was made from D-glucose and 2-(β-aminoethyl)-pyridine comparable as in Example A. A wax-like, colorless product was obtained. Reactants: C(C)(=O)[O-].[Na+] (sodium acetate), O=P(Cl)(Cl)Cl (POCl3), C(C)C1=CC(=CN1)C#N (5-Ethyl-1H-pyrrole-3-carbonitrile), C(C)C1=CC(=CN1)C#N (5-Ethyl-1H-pyrrole-3-carbonitrile), CN(C)C=O (DMF). Solvent: ClCCCl (1,2-dichloroethane), ClCCCl (1,2-dichloroethane). Reaction conditions: time 10 minute. Yields the product C(C)C1=CC(=C(N1)C=O)C#N (5-Ethyl-2-formyl-1H-pyrrole-3-carbonitrile). As a reaction SMILES: O=P(Cl)(Cl)Cl.CN([CH:9]=[O:10])C.[CH2:11]([C:13]1[NH:17][CH:16]=[C:15]([C:18]#[N:19])[CH:14]=1)[CH3:12].C([O-])(=O)C.[Na+]>ClCCCl>[CH2:11]([C:13]1[NH:17][C:16]([CH:9]=[O:10])=[C:15]([C:18]#[N:19])[CH:14]=1)[CH3:12] |f:3.4|. Procedure details: POCl3 (3.3 ml, 35.67 mmol) was added to 1,2-dichloroethane (4 ml), then anhydrous DMF (2.75 ml, 35.67 mmol) was added very slowly. The mixture was stirred at room temperature for ˜10 minutes. 5-Ethyl-1H-pyrrole-3-carbonitrile (Intermediate 30, 856 mg, 7.13 mmol) in 1,2-dichloroethane (2 ml) was added dropwise and the mixture was heated at 80° C. for ˜30 minutes. The mixture was cooled to room temperature and sodium acetate (2.5 g/5 ml) was added and the mixture was stirred for 1 h. The brown/bla... Starting materials: [BH4-].[Na+] (sodium borohydride), C(C)(C)(C)OC(=O)N1C[C@H](OCC1)C(C1=C(C=C(C(=C1)F)OCC1=CC=CC=C1)F)=O ((S)-2-(4-benzyloxy-2,5-difluoro-benzoyl)-morpholine-4-carboxylic acid tert-butyl ester), C([O-])(O)=O.[Na+] (sodium bicarbonate). Run in CO (methanol). Run at time 15 minute. Product: C(C)(C)(C)OC(=O)N1C[C@H](OCC1)C(O)C1=C(C=C(C(=C1)F)OCC1=CC=CC=C1)F ((S)-2-[(4-Benzyloxy-2,5-difluoro-phenyl)-hydroxy-methyl]-morpholine-4-carboxylic acid tert-butyl ester). Yield: 99.5%. As a reaction SMILES: [C:1]([O:5][C:6]([N:8]1[CH2:13][CH2:12][O:11][C@H:10]([C:14](=[O:31])[C:15]2[CH:20]=[C:19]([F:21])[C:18]([O:22][CH2:23][C:24]3[CH:29]=[CH:28][CH:27]=[CH:26][CH:25]=3)=[CH:17][C:16]=2[F:30])[CH2:9]1)=[O:7])([CH3:4])([CH3:3])[CH3:2].[BH4-].[Na+].C(=O)(O)[O-].[Na+]>CO>[C:1]([O:5][C:6]([N:8]1[CH2:13][CH2:12][O:11][C@H:10]([CH:14]([C:15]2[CH:20]=[C:19]([F:21])[C:18]([O:22][CH2:23][C:24]3[CH:25]=[CH:26][CH:27]=[CH:28][CH:29]=3)=[CH:17][C:16]=2[F:30])[OH:31])[CH2:9]1)=[O:7])([CH3:4])([CH3:2])[CH3:3] |f:1.2,3.4|. Procedure: To a solution of 7.5 g of (S)-2-(4-benzyloxy-2,5-difluoro-benzoyl)-morpholine-4-carboxylic acid tert-butyl ester in methanol (90 ml) was added with cooling (0-5° C.) sodium borohydride (660 mg) in small portions. Stirring continued for 15 minutes with cooling before sodium bicarbonate (150 mL, saturated) was added. Organic material was partitioned into ethyl acetate (3×), organic phases were pooled, washed with brine and dried with Na2SO4 before being concentrated in vacuo to give 7.5 g of the t... Starting materials: C(C(=O)Cl)(=O)Cl (oxalyl chloride), CN(C=O)C (dimethylformamide), BrC=1C=CC(=C(C(=O)O)C1)Cl (5-bromo-2-chloro-benzoic acid). Solvent: ClCCl (dichloromethane). Conditions: temperature -5 celsius, time 14 hour. Product: BrC=1C=CC(=C(C1)C(=O)C1=CC=C(C=C1)OC)Cl ((5-Bromo-2-chloro-phenyl)-(4-methoxy-phenyl)-methanone). Reaction SMILES: [C:1](Cl)(=O)[C:2](Cl)=O.CN(C)[CH:9]=[O:10].[Br:12][C:13]1[CH:14]=[CH:15][C:16]([Cl:22])=[C:17]([CH:21]=1)[C:18]([OH:20])=O>ClCCl>[Br:12][C:13]1[CH:14]=[CH:15][C:16]([Cl:22])=[C:17]([C:18]([C:2]2[CH:1]=[CH:17][C:21]([O:10][CH3:9])=[CH:13][CH:14]=2)=[O:20])[CH:21]=1. Procedure details: 38.3 mL oxalyl chloride and 0.8 mL dimethylformamide are added to a mixture of 100 g 5-bromo-2-chloro-benzoic acid in 500 mL dichloromethane. The reaction mixture is stirred for 14 h, then filtered and separated from all volatile constituents in a rotary evaporator. The residue is dissolved in 150 mL dichloromethane, the resultant solution is cooled to −5° C., and 46.5 g anisole are added. Then 51.5 g aluminum trichloride are added batchwise so that the temperature does not exceed 5° C. The solu... Reactants: [Li]CCCC, C1CCOC1, CCOC(C)=O, CC(C)CC(NC(=O)OCc1ccccc1)C(=O)NC(C=O)CCc1ccccc1, CC(C)[P+](c1ccccc1)(c1ccccc1)c1ccccc1, [I-], O. Yields the product CC(C)=CC(CCc1ccccc1)NC(=O)C(CC(C)C)NC(=O)OCc1ccccc1. Reaction SMILES: [CH2:24]([Li:25])[CH2:26][CH2:27][CH3:28].[CH2:59]1[O:60][CH2:61][CH2:62][CH2:63]1.[CH3:65][CH2:66][O:67][C:68](=[O:69])[CH3:70].[CH:29](=[O:30])[CH:31]([CH2:32][CH2:33][c:34]1[cH:35][cH:36][cH:37][cH:38][cH:39]1)[NH:40][C:41](=[O:42])[CH:43]([CH2:44][CH:45]([CH3:46])[CH3:47])[NH:48][C:49]([O:50][CH2:51][c:52]1[cH:53][cH:54][cH:55][cH:56][cH:57]1)=[O:58].[CH:2]([CH3:3])([CH3:4])[P+:5]([c:6]1[cH:7][cH:8][cH:9][cH:10][cH:11]1)([c:12]1[cH:13][cH:14][cH:15][cH:16][cH:17]1)[c:18]1[cH:19][cH:20][cH:21][cH:22][cH:23]1.[I-:1].[OH2:64]>>[C:2]([CH3:3])([CH3:4])=[CH:29][CH:31]([CH2:32][CH2:33][c:34]1[cH:35][cH:36][cH:37][cH:38][cH:39]1)[NH:40][C:41](=[O:42])[CH:43]([CH2:44][CH:45]([CH3:46])[CH3:47])[NH:48][C:49]([O:50][CH2:51][c:52]1[cH:53][cH:54][cH:55][cH:56][cH:57]1)=[O:58]. Reactants: ice, FC1=C(C=C(C=O)C=C1)OC1=CC=CC=C1 (4-fluoro-3-phenoxybenzaldehyde), [Cl-].C1(CC1)C(=CC[P+](C1=CC=CC=C1)(C1=CC=CC=C1)C1=CC=CC=C1)C1=CC=C(C=C1)OC(F)(F)F ([3-cyclopropyl-3-(4-trifluoromethoxyphenyl)-2-propen-1-yl]triphenylphosphonium chloride), [H-].[Na+] (sodium hydride), [H-].[Na+] (sodium hydride), Cl (hydrochloric acid). Solvent: CS(=O)C (dimethyl sulfoxide), two, CCCCCCC (heptane), CS(=O)C (dimethyl sulfoxide), ice. Reaction conditions: temperature 25 celsius, time 30 minute. The product is C1(CC1)C(=CC=CC1=CC(=C(C=C1)F)OC1=CC=CC=C1)C1=CC=C(C=C1)OC(F)(F)F (1-cyclopropyl-1-(4-trifluoromethoxyphenyl)-4-(4-fluoro-3-phenoxyphenyl)-1,3-butadiene). The yield is 79.2%. As a reaction SMILES: [H-].[Na+].[Cl-].[CH:4]1([C:7]([C:29]2[CH:34]=[CH:33][C:32]([O:35][C:36]([F:39])([F:38])[F:37])=[CH:31][CH:30]=2)=[CH:8][CH2:9][P+](C2C=CC=CC=2)(C2C=CC=CC=2)C2C=CC=CC=2)[CH2:6][CH2:5]1.[F:40][C:41]1[CH:48]=[CH:47][C:44]([CH:45]=O)=[CH:43][C:42]=1[O:49][C:50]1[CH:55]=[CH:54][CH:53]=[CH:52][CH:51]=1.Cl>CCCCCCC.CS(C)=O>[CH:4]1([C:7]([C:29]2[CH:30]=[CH:31][C:32]([O:35][C:36]([F:37])([F:38])[F:39])=[CH:33][CH:34]=2)=[CH:8][CH:9]=[CH:45][C:44]2[CH:47]=[CH:48][C:41]([F:40])=[C:42]([O:49][C:50]3[CH:51]=[CH:52][CH:53]=[CH:54][CH:55]=3)[CH:43]=2)[CH2:5][CH2:6]1 |f:0.1,2.3|. Procedure: Under a nitrogen atmosphere, 14.6 grams (0.36 mole) of sodium hydride (60% in mineral oil) was washed with two 100 mL portions of heptane. The washed sodium hydride was stirred with 350 mL of dimethyl sulfoxide, and the mixture was heated at 50°-55° C. for 3.5 hours until a clear solution formed. The reaction mixture was cooled to 25° C., and a solution of 176.0 grams (0.327 mole) of [3-cyclopropyl-3-(4-trifluoromethoxyphenyl)-2-propen-1-yl]triphenylphosphonium chloride in 300 mL of dimethyl sul... Reactants: Cl (hydrochloric acid), N (ammonia), COCCOCOC1=C(C=C(C=C1)C1=CC2=C(C(=N1)C#N)N=NN2C)C(F)(F)F (6-(4-((2-Methoxyethoxy)methoxy)-3-(trifluoromethyl)phenyl)-1-methyl-1H-[1,2,3]triazolo[4,5-c]pyridine-4-carbonitrile), CCOC(=O)C (EtOAc). Run in C1CCOC1 (THF), C1CCOC1 (THF). Run at temperature 65 celsius, time 16 hour. Product: OC1=C(C=C(C=C1)C1=CC2=C(C(=N1)C#N)N=NN2C)C(F)(F)F (6-(4-hydroxy-3-(trifluoromethyl)-phenyl)-1-methyl-1H-[1,2,3]triazolo[4,5-c]pyridine-4-carbonitrile). Yield: 82.0%. RXN SMILES: COCCOC[O:7][C:8]1[CH:13]=[CH:12][C:11]([C:14]2[N:19]=[C:18]([C:20]#[N:21])[C:17]3[N:22]=[N:23][N:24]([CH3:25])[C:16]=3[CH:15]=2)=[CH:10][C:9]=1[C:26]([F:29])([F:28])[F:27].Cl.CCOC(C)=O.N>C1COCC1>[OH:7][C:8]1[CH:13]=[CH:12][C:11]([C:14]2[N:19]=[C:18]([C:20]#[N:21])[C:17]3[N:22]=[N:23][N:24]([CH3:25])[C:16]=3[CH:15]=2)=[CH:10][C:9]=1[C:26]([F:29])([F:28])[F:27]. Procedure details: 6-(4-((2-Methoxyethoxy)methoxy)-3-(trifluoromethyl)phenyl)-1-methyl-1H-[1,2,3]triazolo[4,5-c]pyridine-4-carbonitrile (6.31 mmol, 2.57 g) was dissolved in THF (42 ml) and hydrochloric acid (2M aq) (31.5 mmol, 15.77 ml) added. The mixture was heated to 65° C. for 4 hours, after which time LCMS indicated no reaction. THF (21 ml) was added and heating continued for 16 hours then EtOAc was added and the solution basified with aqueous ammonia. Organics were separated and solvent evaporated under reduc...